describe an organic reaction: reactants, conditions, products, and yield From a dataset of the Open Reaction Database (ORD), a public repository of structured organic reaction records. The product is COC(=O)c1cc(OCC=C(C)C)cc(OCc2ccccc2Cl)c1. The reactants are O=C([O-])[O-], C=CCOc1cc(O)cc(C(=O)OC)c1, COC(=O)c1cc(O)cc(OCC=C(C)C)c1, Clc1ccccc1CBr, [K+], [K+]. Reaction SMILES: [C:16](=[O:17])([O-:18])[O-:19].[CH3:1][O:2][C:3](=[O:4])[c:5]1[cH:6][c:7]([OH:8])[cH:9][c:10]([O:11][CH2:12][CH:13]=[CH2:14])[cH:15]1.[CH3:31][O:32][C:33]([c:34]1[cH:35][c:36]([OH:46])[cH:37][c:38]([O:40][CH2:41][CH:42]=[C:43]([CH3:44])[CH3:45])[cH:39]1)=[O:47].[Cl:22][c:23]1[c:24]([CH2:25][Br:26])[cH:27][cH:28][cH:29][cH:30]1.[K+:20].[K+:21]>>[Cl:22][c:23]1[c:24]([CH2:25][O:46][c:36]2[cH:35][c:34]([C:33]([O:32][CH3:31])=[O:47])[cH:39][c:38]([O:40][CH2:41][CH:42]=[C:43]([CH3:44])[CH3:45])[cH:37]2)[cH:27][cH:28][cH:29][cH:30]1. Starting materials: Cl.NO (Hydroxylamine hydrochloride), C(C)C(=CC=O)C(C)[N+](=O)[O-] (3-ethyl-4-nitro-2-pentenal). Run in C(Cl)(Cl)Cl (chloroform), CO (methanol). The product is C(C)C(=CC=NO)C(C)[N+](=O)[O-] (3-ethyl-4-nitro-2-pentenal oxime). Isolated yield 73.0%. RXN SMILES: Cl.[NH2:2][OH:3].[CH2:4]([C:6]([CH:10]([N+:12]([O-:14])=[O:13])[CH3:11])=[CH:7][CH:8]=O)[CH3:5]>C(Cl)(Cl)Cl.CO>[CH2:4]([C:6]([CH:10]([N+:12]([O-:14])=[O:13])[CH3:11])=[CH:7][CH:8]=[N:2][OH:3])[CH3:5] |f:0.1|. Reported procedure: Hydroxylamine hydrochloride (100 mg) was added to a solution of 3-ethyl-4-nitro-2-pentenal (100 mg) in chloroform (3 ml) and methanol (2 ml) with stirring. The resulting mixture was stirred at room temperature overnight. The reaction mixture was evaporated to dryness and the residue was diluted with water and extracted with ethyl acetate (50 ml×2). The combined extracts were washed successively with water, 5% sodium bicarbonate and brine, and then dried over magnesium sulfate. Removal of the sol... Reactants: C[Al](C)C, Cc1c(N)ccn2nc(-c3ccccc3)nc12, CCOC(=O)c1c(C(=O)N2CCC2)cnn1C, C1COCCO1. The product is Cc1c(NC(=O)c2c(C(=O)N3CCC3)cnn2C)ccn2nc(-c3ccccc3)nc12. As a reaction SMILES: [CH3:18][Al:19]([CH3:20])[CH3:21].[CH3:1][c:2]1[c:3]2[n:4]([cH:5][cH:6][c:7]1[NH2:8])[n:9][c:10](-[c:12]1[cH:13][cH:14][cH:15][cH:16][cH:17]1)[n:11]2.[N:22]1([C:26](=[O:27])[c:28]2[cH:29][n:30][n:31]([CH3:38])[c:32]2[C:33](=[O:34])[O:35][CH2:36][CH3:37])[CH2:23][CH2:24][CH2:25]1.[O:39]1[CH2:40][CH2:41][O:42][CH2:43][CH2:44]1>>[CH3:1][c:2]1[c:3]2[n:4]([cH:5][cH:6][c:7]1[NH:8][C:33]([c:32]1[c:28]([C:26]([N:22]3[CH2:23][CH2:24][CH2:25]3)=[O:27])[cH:29][n:30][n:31]1[CH3:38])=[O:34])[n:9][c:10](-[c:12]1[cH:13][cH:14][cH:15][cH:16][cH:17]1)[n:11]2. Reaction SMILES: [Br:1][C:2]1[CH:3]=[CH:4][C:5]2[O:9][C:8]([CH2:10]Cl)=[N:7][C:6]=2[CH:12]=1.C([O-])([O-])=O.[K+].[K+].[NH:19]1[CH2:23][CH2:22][CH2:21][CH2:20]1>CN(C=O)C.O>[Br:1][C:2]1[CH:3]=[CH:4][C:5]2[O:9][C:8]([CH2:10][N:19]3[CH2:23][CH2:22][CH2:21][CH2:20]3)=[N:7][C:6]=2[CH:12]=1 |f:1.2.3|. The solvent is CN(C)C=O (DMF), O (water). Yields the product BrC=1C=CC2=C(N=C(O2)CN2CCCC2)C1 (5-bromo-2-pyrrolidin-1-ylmethyl-benzoxazole). Reactants: BrC=1C=CC2=C(N=C(O2)CCl)C1 (5-bromo-2-chloromethyl-benzoxazole), C(=O)([O-])[O-].[K+].[K+] (K2CO3), N1CCCC1 (pyrrolidine). Reported procedure: A solution of 2 g (8.11 mmol) 5-bromo-2-chloromethyl-benzoxazole in 30 mL DMF is combined with 2.24 g (16.22 mmol) K2CO3 and 0.9 mL (10.78 mmol) pyrrolidine and stirred for 24 hours at RT. The reaction mixture is diluted with water and extracted with EtOAc. The organic phase is dried over Na2SO4, the desiccant is filtered off and the filtrate is evaporated down. Reaction conditions: time 24 hour. The reactants are CN(C)C=O, [K+], [N-]=[N+]=[N-], [N-]=[N+]=[N-], Cc1c(CCc2ccc3nc(N)oc3c2)nc2cc(CCl)ccn12, [Na+], O. The product is Cc1c(CCc2ccc3nc(N)oc3c2)nc2cc(CN=[N+]=[N-])ccn12. RXN SMILES: [CH3:34][N:35]([CH3:36])[CH:37]=[O:38].[K+:32].[N-:26]=[N+:27]=[N-:28].[N-:29]=[N+:30]=[N-:31].[NH2:1][c:2]1[o:3][c:4]2[c:5]([n:6]1)[cH:7][cH:8][c:9]([CH2:11][CH2:12][c:13]1[n:14][c:15]3[n:16]([cH:17][cH:18][c:19]([CH2:21][Cl:22])[cH:20]3)[c:23]1[CH3:24])[cH:10]2.[Na+:25].[OH2:33]>>[NH2:1][c:2]1[o:3][c:4]2[c:5]([n:6]1)[cH:7][cH:8][c:9]([CH2:11][CH2:12][c:13]1[n:14][c:15]3[n:16]([cH:17][cH:18][c:19]([CH2:21][N:26]=[N+:27]=[N-:28])[cH:20]3)[c:23]1[CH3:24])[cH:10]2.